From a dataset of the Open Reaction Database (ORD), a public repository of structured organic reaction records. describe an organic reaction: reactants, conditions, products, and yield The reactants are O=C([O-])[O-], CO, CC1(CNC(=O)C(F)(F)F)COC(c2nc(-c3ccncc3)c(-c3ccc(F)cc3)[nH]2)OC1, [K+], [K+]. The product is CC1(CN)COC(c2nc(-c3ccncc3)c(-c3ccc(F)cc3)[nH]2)OC1. Reaction SMILES: [C:34](=[O:35])([O-:36])[O-:37].[CH3:40][OH:41].[F:1][C:2]([F:3])([F:4])[C:32]([NH:5][CH2:6][C:7]1([CH3:31])[CH2:8][O:9][CH:10]([c:13]2[nH:14][c:15](-[c:24]3[cH:25][cH:26][c:27]([F:30])[cH:28][cH:29]3)[c:16](-[c:18]3[cH:19][cH:20][n:21][cH:22][cH:23]3)[n:17]2)[O:11][CH2:12]1)=[O:33].[K+:38].[K+:39]>>[NH2:5][CH2:6][C:7]1([CH3:31])[CH2:8][O:9][CH:10]([c:13]2[nH:14][c:15](-[c:24]3[cH:25][cH:26][c:27]([F:30])[cH:28][cH:29]3)[c:16](-[c:18]3[cH:19][cH:20][n:21][cH:22][cH:23]3)[n:17]2)[O:11][CH2:12]1. Starting materials: CCCCc1cn(C(C)(C)C)sc1=NC(=O)C1(C)CCC(C(=O)O)C1(C)C, CC(C)N. Yields the product CCCCc1cn(C(C)(C)C)sc1=NC(=O)C1(C)CCC(C(=O)NC(C)C)C1(C)C. Reaction SMILES: [CH2:1]([CH2:2][CH2:3][CH3:4])[c:5]1[cH:6][n:7]([C:24]([CH3:25])([CH3:26])[CH3:27])[s:8][c:9]1=[N:10][C:11](=[O:12])[C:13]1([CH3:23])[C:14]([CH3:21])([CH3:22])[CH:15]([C:18](=[O:19])[OH:20])[CH2:16][CH2:17]1.[CH3:28][CH:29]([CH3:30])[NH2:31]>>[CH2:1]([CH2:2][CH2:3][CH3:4])[c:5]1[cH:6][n:7]([C:24]([CH3:25])([CH3:26])[CH3:27])[s:8][c:9]1=[N:10][C:11](=[O:12])[C:13]1([CH3:23])[C:14]([CH3:21])([CH3:22])[CH:15]([C:18](=[O:19])[NH:31][CH:29]([CH3:28])[CH3:30])[CH2:16][CH2:17]1. The reactants are CC=1NC(=C(C(C1C(=O)O)C1=CC(=CC=C1)[N+](=O)[O-])C(=O)OC)C (1,4-dihydro-2,6-dimethyl-5-methoxycarbonyl-4-(3-nitrophenyl)pyridine-3-carboxylic acid), N1C(=NC=C1)CC1=CC=C(C=C1)/C=C/CCO ((E)-4{-4-(1-imidazolylmethyl)phenyl}-3-buten-1-ol), C1(CCCCC1)N=C=NC1CCCCC1 (dicyclohexylcarbodiimide), 4-N,N-dimethylaminopyridine. The solvent is C1(=CC=CC=C1)C (toluene). Product: CC=1NC(=C(C(C1C(=O)OCC\C=C\C1=CC=C(C=C1)CC=1NC=CN1)C1=CC(=CC=C1)[N+](=O)[O-])C(=O)OC)C ((E)-4-[4-(1-imidazolylmethyl)phenyl]-3-buten-1-yl methyl 1,4-dihydro-2,6-dimethyl-4-(3-nitrophenyl)pyridine-3,5-dicarboxylate). Reaction SMILES: [CH3:1][C:2]1[NH:3][C:4]([CH3:24])=[C:5]([C:20]([O:22][CH3:23])=[O:21])[CH:6]([C:11]2[CH:16]=[CH:15][CH:14]=[C:13]([N+:17]([O-:19])=[O:18])[CH:12]=2)[C:7]=1[C:8]([OH:10])=[O:9].[NH:25]1[CH:29]=[CH:28][N:27]=[C:26]1[CH2:30][C:31]1[CH:36]=[CH:35][C:34](/[CH:37]=[CH:38]/[CH2:39][CH2:40]O)=[CH:33][CH:32]=1.C1(N=C=NC2CCCCC2)CCCCC1>C1(C)C=CC=CC=1>[CH3:1][C:2]1[NH:3][C:4]([CH3:24])=[C:5]([C:20]([O:22][CH3:23])=[O:21])[CH:6]([C:11]2[CH:16]=[CH:15][CH:14]=[C:13]([N+:17]([O-:19])=[O:18])[CH:12]=2)[C:7]=1[C:8]([O:10][CH2:40][CH2:39]/[CH:38]=[CH:37]/[C:34]1[CH:35]=[CH:36][C:31]([CH2:30][C:26]2[NH:27][CH:28]=[CH:29][N:25]=2)=[CH:32][CH:33]=1)=[O:9]. Reported procedure: 332 mg (1 mM) of 1,4-dihydro-2,6-dimethyl-5-methoxycarbonyl-4-(3-nitrophenyl)pyridine-3-carboxylic acid together with 228 mg (1 mM) of (E)-4{-4-(1-imidazolylmethyl)phenyl}-3-buten-1-ol, 248 mg (1.2 mM) of dicyclohexylcarbodiimide and 134 mg (1.1 mM) of 4-N,N-dimethylaminopyridine were dissolved in 5 ml of toluene, while heating, and refluxed for six hours. The solution was cooled to room temperature, and the crystals produced were filtered off. The filtrate was washed with water and dried over a... Reactants: COC(=O)C1CCC(OC(=O)N2CCCC(N(Cc3cc(C(F)(F)F)cc(C(F)(F)F)c3)c3nnn(C)n3)c3cc(C)c(C(F)(F)F)cc32)CC1, CO, Cl, [Na+], [OH-], O. The product is Cc1cc2c(cc1C(F)(F)F)N(C(=O)OC1CCC(C(=O)O)CC1)CCCC2N(Cc1cc(C(F)(F)F)cc(C(F)(F)F)c1)c1nnn(C)n1. Reaction SMILES: [CH3:1][O:2][C:3](=[O:4])[CH:5]1[CH2:6][CH2:7][CH:8]([O:11][C:12](=[O:13])[N:14]2[c:15]3[c:16]([cH:43][c:44]([CH3:51])[c:45]([C:47]([F:48])([F:49])[F:50])[cH:46]3)[CH:17]([N:21]([c:22]3[n:23][n:24][n:25]([CH3:27])[n:26]3)[CH2:28][c:29]3[cH:30][c:31]([C:39]([F:40])([F:41])[F:42])[cH:32][c:33]([C:35]([F:36])([F:37])[F:38])[cH:34]3)[CH2:18][CH2:19][CH2:20]2)[CH2:9][CH2:10]1.[CH3:55][OH:56].[ClH:54].[Na+:53].[OH-:52].[OH2:57]>>[O:2]=[C:3]([OH:4])[CH:5]1[CH2:6][CH2:7][CH:8]([O:11][C:12](=[O:13])[N:14]2[c:15]3[c:16]([cH:43][c:44]([CH3:51])[c:45]([C:47]([F:48])([F:49])[F:50])[cH:46]3)[CH:17]([N:21]([c:22]3[n:23][n:24][n:25]([CH3:27])[n:26]3)[CH2:28][c:29]3[cH:30][c:31]([C:39]([F:40])([F:41])[F:42])[cH:32][c:33]([C:35]([F:36])([F:37])[F:38])[cH:34]3)[CH2:18][CH2:19][CH2:20]2)[CH2:9][CH2:10]1.